Dataset: the Open Reaction Database (ORD), a public repository of structured organic reaction records. Task: describe an organic reaction: reactants, conditions, products, and yield The reactants are NC1=C(C=C(C#N)C=C1C(F)(F)F)I (4-Amino-3-iodo-5-trifluoromethylbenzonitrile), CO (MeOH). Run in C1CCOC1 (THF). Run at time 12 hour. Yields the product NCC1=CC(=C(C(=C1)C(F)(F)F)N)I (4-Aminomethyl-2-iodo-6-trifluoromethylphenylamine). Isolated yield 3.4%. Reaction SMILES: [NH2:1][C:2]1[C:9]([C:10]([F:13])([F:12])[F:11])=[CH:8][C:5]([C:6]#[N:7])=[CH:4][C:3]=1[I:14].CO>C1COCC1>[NH2:7][CH2:6][C:5]1[CH:8]=[C:9]([C:10]([F:12])([F:13])[F:11])[C:2]([NH2:1])=[C:3]([I:14])[CH:4]=1. Procedure details: 4-Amino-3-iodo-5-trifluoromethylbenzonitrile (1805.2 mg, 5.19 mmol) was dissolved in THF at 0° C. After Borane-THF complex (3 eq, 17.36 mmol, 17.36 ml) was slowly added into the reaction mixture, A reaction temperature was heated to reflux. The reaction mixture was stirred for 12 hr with reflux. After confirming the completion of the reaction, MeOH was added. The mixture was stirred for 4 hr. The reaction solvent was removed in vacuo. A residue was extracted with Ethyl acetate, washed with H2O a... The reactants are CON=C(C(=O)NC1[C@@H]2N(C(=C(CS2)C=C(Br)Br)C(=O)OC(C2=CC=CC=C2)C2=CC=CC=C2)C1=O)C=1N=C(SC1)NC=O (benzhydryl 7-[2-methoxyimino-2-(2-formamidothiazol-4-yl)acetamido]-3-(2,2-dibromovinyl)-3-cephem-4-carboxylate), Cl (hydrochloric acid), C([O-])(O)=O.[Na+] (sodium bicarbonate), ice water. The solvent is CO (methanol). Run at time 2 hour. Product: CON=C(C(=O)NC1[C@@H]2N(C(=C(CS2)C=C(Br)Br)C(=O)O)C1=O)C=1N=C(SC1)N (7-[2-methoxyimino-2-(2-aminothiazol-4-yl)acetamido]-3-(2,2-dibromovinyl)-3-cephem-4-carboxylic acid). Yield: 47.0%. RXN SMILES: [CH3:1][O:2][N:3]=[C:4]([C:37]1[N:38]=[C:39]([NH:42]C=O)[S:40][CH:41]=1)[C:5]([NH:7][CH:8]1[C:35](=[O:36])[N:10]2[C:11]([C:19]([O:21]C(C3C=CC=CC=3)C3C=CC=CC=3)=[O:20])=[C:12]([CH:15]=[C:16]([Br:18])[Br:17])[CH2:13][S:14][C@H:9]12)=[O:6].Cl.C(=O)(O)[O-].[Na+]>CO>[CH3:1][O:2][N:3]=[C:4]([C:37]1[N:38]=[C:39]([NH2:42])[S:40][CH:41]=1)[C:5]([NH:7][CH:8]1[C:35](=[O:36])[N:10]2[C:11]([C:19]([OH:21])=[O:20])=[C:12]([CH:15]=[C:16]([Br:17])[Br:18])[CH2:13][S:14][C@H:9]12)=[O:6] |f:2.3|. Procedure: To a solution of benzhydryl 7-[2-methoxyimino-2-(2-formamidothiazol-4-yl)acetamido]-3-(2,2-dibromovinyl)-3-cephem-4-carboxylate (syn isomer) (1 g) in methanol (5 ml) was added conc. hydrochloric acid (0.5 ml) and the resulting mixture was stirred at ambient temperature for 2 hours. Then, the reaction mixture was poured into ice-water and adJusted to pH 3.5 with a saturated aqueous solution of sodium bicarbonate. The precipitate was collected by filtration, dried and dissolved in a mixture of tri...